From a dataset of the Open Reaction Database (ORD), a public repository of structured organic reaction records. describe an organic reaction: reactants, conditions, products, and yield Starting materials: N(=[N+]=[N-])C1=C(C(=O)O)C=CC=C1 (2-azidobenzoic acid), [Na] (Sodium), FC1=C(C=CC=C1)CC#N (2-Fluorophenylacetonitrile), C(CC(O)(C(=O)O)CC(=O)O)(=O)O (citric acid). Solvent: C(C)O (ethanol), O (water), C(C)O (ethanol). Yields the product FC1=C(C=CC=C1)C=1N=NN2C1NC(C1=CC=CC=C21)=O (3-(2-fluorophenyl)-[1,2,3]triazolo[1,5-α]quinazolin-5(4H)-one). Isolated yield 108.4%. As a reaction SMILES: [Na].[F:2][C:3]1[CH:8]=[CH:7][CH:6]=[CH:5][C:4]=1[CH2:9][C:10]#[N:11].[N:12]([C:15]1[CH:23]=[CH:22][CH:21]=[CH:20][C:16]=1[C:17]([OH:19])=O)=[N+:13]=[N-:14].C(O)(=O)CC(CC(O)=O)(C(O)=O)O>C(O)C.O>[F:2][C:3]1[CH:8]=[CH:7][CH:6]=[CH:5][C:4]=1[C:9]1[N:14]=[N:13][N:12]2[C:15]3[C:16](=[CH:20][CH:21]=[CH:22][CH:23]=3)[C:17](=[O:19])[NH:11][C:10]=12 |^1:0|. Procedure: Sodium metal (1.4 g, 60 mmol) was dissolved in ethanol (100 ml) at room temperature under nitrogen. 2-Fluorophenylacetonitrile (3.85 ml, 30 mmol) was added, followed by the dropwise addition of a solution of 2-azidobenzoic acid (4.71 g, 29 mmol) in ethanol (60 ml). The thick white suspension was refluxed for 18 h then cooled and poured into water (800 ml). The mixture was acidified to pH 3-4 with aqueous 1M citric acid and the precipitated solid was collected. The solid was washed with diethyl e...